Dataset: the Open Reaction Database (ORD), a public repository of structured organic reaction records. Task: describe an organic reaction: reactants, conditions, products, and yield Reactants: C(C1=CC=CC=C1)N(C)CCC(C(=O)N1CCCCCC1)C1=CC=CC=C1 (2,3,4,5,6,7-Hexahydro-1-[4-(N-benzyl-N-methylamino)-2-phenylbutanoyl]-1H-azepine), ice water, [OH-].[Na+] (sodium hydroxide). The reagents and catalysts are Cl (hydrochloric acid), [Pd] (Pd/C). Run in C(C)O (ethanol), C(C)(C)O (isopropanol), O (water). Conditions: temperature 50 celsius, time 4 hour. The product is CNCCC(C(=O)N1CCCCCC1)C1=CC=CC=C1 (2,3,4,5,6,7-Hexahydro-1-[4-(N-methylamino)-2-phenylbutanoyl]-1H-azepine). Yield: 64.8%. Reaction SMILES: [CH2:1]([N:8]([CH2:10][CH2:11][CH:12]([C:22]1[CH:27]=[CH:26][CH:25]=[CH:24][CH:23]=1)[C:13]([N:15]1[CH2:21][CH2:20][CH2:19][CH2:18][CH2:17][CH2:16]1)=[O:14])C)C1C=CC=CC=1.[OH-].[Na+]>C(O)C.C(O)(C)C.Cl.O.[Pd]>[CH3:1][NH:8][CH2:10][CH2:11][CH:12]([C:22]1[CH:23]=[CH:24][CH:25]=[CH:26][CH:27]=1)[C:13]([N:15]1[CH2:21][CH2:20][CH2:19][CH2:18][CH2:17][CH2:16]1)=[O:14] |f:1.2|. Procedure details: A solution of the product of step (a) (6.93 g, 19.0 mmol) in ethanol (60 ml) was added to a suspension of 10% Pd/C (10.67 g) in isopropanol (50 ml) plus 5 drops of concentrated hydrochloric acid. The reaction mixture was heated to 50° C. and 50 psi (about 3.5×105Nm-2) in a Parr bottle for 4 h. The catalyst was filtered off and the filtrate concentrated under reduced pressure to afford an oil. The oil was dissolved in water (80 ml), cooled (ice/water) and basified with aqueous sodium hydroxide (2... Starting materials: CCOC(=O)CBr, CCOC(=O)Cc1c(C(C)C)[nH]c2cccc([N+](=O)[O-])c12, [H-], [Na+], CN(C)C=O. Yields the product CCOC(=O)Cc1c(C(C)C)n(CC(=O)OCC)c2cccc([N+](=O)[O-])c12. RXN SMILES: [Br:24][CH2:25][C:26](=[O:27])[O:28][CH2:29][CH3:30].[CH:3]([CH3:4])([CH3:5])[c:6]1[nH:7][c:8]2[cH:9][cH:10][cH:11][c:12]([N+:21](=[O:22])[O-:23])[c:13]2[c:14]1[CH2:15][C:16](=[O:17])[O:18][CH2:19][CH3:20].[H-:1].[Na+:2].[O:31]=[CH:32][N:33]([CH3:34])[CH3:35]>>[CH:3]([CH3:4])([CH3:5])[c:6]1[n:7]([CH2:25][C:26](=[O:27])[O:28][CH2:29][CH3:30])[c:8]2[cH:9][cH:10][cH:11][c:12]([N+:21](=[O:22])[O-:23])[c:13]2[c:14]1[CH2:15][C:16](=[O:17])[O:18][CH2:19][CH3:20].